This data is from the Open Reaction Database (ORD), a public repository of structured organic reaction records. The task is: describe an organic reaction: reactants, conditions, products, and yield The reactants are Cl.C1(=CC=C(C=C1)NN)C (p-tolylhydrazine hydrochloride), CCN=C=NCCCN(C)C (EDCI), C(C)OC(CCCNC)OCC (4,4-diethoxy-N-methylbutan-1-amine), CC=1C=C2C(=CN(C2=CC1)CC(=O)OCC)CCNC (ethyl 2-(5-methyl-3-(2-(methylamino)ethyl)-1H-indol-1-yl)acetate), CC=1C=C2C3=C(N(C2=CC1)CC(=O)O)CN(CC3)C (2-(6-methyl-1,2,3,4-tetrahydro-2-methylpyrido[3,4-b]indol-9-yl)acetic acid), FC1=CC=C(C=C1)O (4-fluorophenol), C(=O)(C(F)(F)F)O (TFA), BrCC(=O)OCC (ethyl bromoacetate), CC1=CC=C(C=C1)N(N)CC(=O)OCC (ethyl 2-(1-(4-methylphenyl)hydrazinyl)acetate), C=O (formaldehyde). Solvent: C(C)N(CC)CC (triethylamine), CC=1C=C2C3=C(N(C2=CC1)CC(=O)OCC)CN(CC3)C (ethyl 2-(6-methyl-1,2,3,4-tetrahydro-2-methylpyrido[3,4-b]indol-9-yl)acetate), [OH-].[Na+] (NaOH), C(C)#N (acetonitrile). The product is CN1CC=2N(C3=CC=C(C=C3C2CC1)C)CC(=O)OC1=CC=C(C=C1)F (4-fluorophenyl 2-(1,2,3,4-tetrahydro-2,6-dimethylpyrido[3,4-b]indol-9-yl)acetate). Reaction SMILES: Cl.[C:2]1([CH3:10])[CH:7]=[CH:6][C:5]([NH:8]N)=[CH:4][CH:3]=1.Br[CH2:12][C:13]([O:15][CH2:16][CH3:17])=[O:14].C[C:19]1[CH:24]=[CH:23][C:22]([N:25]([CH2:27]C(OCC)=O)N)=C[CH:20]=1.C(OC(OCC)CCCNC)C.CC1C=C2C(=CC=1)N(CC(OCC)=O)C=C2CCNC.C=O.C(O)(C(F)(F)F)=O.CC1C=C2C(=CC=1)N(CC(O)=O)C1CN(C)CCC2=1.[F:93][C:94]1[CH:99]=CC(O)=[CH:96][CH:95]=1.CCN=C=NCCCN(C)C>C(#N)C.CC1C=C2C(=CC=1)N(CC(OCC)=O)C1CN(C)CCC2=1.[OH-].[Na+].C(N(CC)CC)C>[CH3:27][N:25]1[CH2:20][CH2:19][C:24]2[C:6]3[C:5](=[CH:4][CH:3]=[C:2]([CH3:10])[CH:7]=3)[N:8]([CH2:12][C:13]([O:15][C:16]3[CH:17]=[CH:99][C:94]([F:93])=[CH:95][CH:96]=3)=[O:14])[C:23]=2[CH2:22]1 |f:0.1,13.14|. Procedure: The title compound is prepared by following General Methods 1, 3, 4, 5 and 6 by using p-tolylhydrazine hydrochloride, ethyl bromoacetate, and triethylamine (General Method 1), ethyl 2-(1-(4-methylphenyl)hydrazinyl)acetate and 4,4-diethoxy-N-methylbutan-1-amine (General Method 3), ethyl 2-(5-methyl-3-(2-(methylamino)ethyl)-1H-indol-1-yl)acetate, formaldehyde and TFA in acetonitrile (General Method 4), ethyl 2-(6-methyl-1,2,3,4-tetrahydro-2-methylpyrido[3,4-b]indol-9-yl)acetate and NaOH (General M...